The task is: describe an organic reaction: reactants, conditions, products, and yield. This data is from the Open Reaction Database (ORD), a public repository of structured organic reaction records. Reactants: water ice, FC=1C=C2C(=C(C=NC2=CC1N1C=CC=C1)C(=O)OCC)O (ethyl 6-fluoro-7-(pyrrol-1-yl)-4-hydroxyquinoline-3-carboxylate), C([O-])([O-])=O.[K+].[K+] (potassium carbonate), CI (methyl iodide). Run in CN(C=O)C (dimethylformamide). Run at temperature 60 celsius. Yields the product FC=1C=C2C(C(=CN(C2=CC1N1C=CC=C1)C)C(=O)OCC)=O (ethyl 6-fluoro-7-(pyrrol-1-yl)-1-methyl-1,4-dihydro-4-oxoquinoline-3-carboxylate). The yield is 76.4%. Reaction SMILES: [F:1][C:2]1[CH:3]=[C:4]2[C:9](=[CH:10][C:11]=1[N:12]1[CH:16]=[CH:15][CH:14]=[CH:13]1)[N:8]=[CH:7][C:6]([C:17]([O:19][CH2:20][CH3:21])=[O:18])=[C:5]2[OH:22].[C:23](=O)([O-])[O-].[K+].[K+].CI>CN(C)C=O>[F:1][C:2]1[CH:3]=[C:4]2[C:9](=[CH:10][C:11]=1[N:12]1[CH:16]=[CH:15][CH:14]=[CH:13]1)[N:8]([CH3:23])[CH:7]=[C:6]([C:17]([O:19][CH2:20][CH3:21])=[O:18])[C:5]2=[O:22] |f:1.2.3|. Procedure: A mixture of 1.5 g (0.005 mol) of ethyl 6-fluoro-7-(pyrrol-1-yl)-4-hydroxyquinoline-3-carboxylate and 1.4 g (0.01 mol) of potassium carbonate in 10 ml of dimethylformamide is heated for 30 minutes at 60° C. and left to cool, 2.15 g (3×0.005 mol) of methyl iodide are added, the mixture is heated at 80°-90° C. for 4 hours and left to cool, 25 ml of a water/ice mixture are added and the precipitate formed is filtered off and washed with water. The precipitate is receystallized from ethanol to give ... The reactants are C=1C=CC=2C(C1)=CC(=C(C2CC3=C4C=CC=CC4=CC(=C3O)C(=O)O)O)C(=O)O (pamoic acid), [OH-].[Na+] (NaOH). The solvent is O1CCOCC1 (dioxane), O1CCOCC1.O (dioxane water). The product is C1=CC=C2C(=C1)C=C(C(=C2CC3=C(C(=CC4=CC=CC=C43)C(=O)O)[O-])[O-])C(=O)O.[Na+].[Na+] (sodium pamoate). As a reaction SMILES: [CH:1]1[CH:2]=[CH:3][C:4]2[C:5](=[CH:7][C:8]([C:27]([OH:29])=[O:28])=[C:9]([OH:26])[C:10]=2[CH2:11][C:12]2[C:21]([OH:22])=[C:20]([C:23]([OH:25])=[O:24])[CH:19]=[C:18]3[C:13]=2[CH:14]=[CH:15][CH:16]=[CH:17]3)[CH:6]=1.[OH-].[Na+:31]>O1CCOCC1.O1CCOCC1.O>[CH:16]1[CH:17]=[C:18]2[CH:19]=[C:20]([C:23]([OH:25])=[O:24])[C:21]([O-:22])=[C:12]([CH2:11][C:10]3[C:4]4[C:5](=[CH:6][CH:1]=[CH:2][CH:3]=4)[CH:7]=[C:8]([C:27]([OH:29])=[O:28])[C:9]=3[O-:26])[C:13]2=[CH:14][CH:15]=1.[Na+:31].[Na+:31] |f:1.2,4.5,6.7.8|. Procedure details: A second octreotide-pamoate complex was prepared by dissolving pamoic acid (19.4 mg, 0.05 mmol) in 0.4 N NaOH (250 μL) and dioxane (250 μL) to provide a solution of sodium pamoate in dioxane/water (1:1). Octreotide acetate (50 mg, 0.05 mmol) was dissolved in dioxane/water (1:1, 200 μL). The octreotide acetate solution was added drop wise to the sodium pamoate with mixing to provide a light yellow, homogenous solution. This material was lyophilized to dryness providing a light yellow powder (65 m... Yields the product ClC=1C=C2C=3CCCC(C3NC2=CC1)=O (6-chloro-2,3,4,9-tetrahydro-1H-carbazol-1-one). The yield is 88.0%. Procedure details: A solution of cyclohexane-1,2-dione (4-chlorophenyl)hydrazone (2.3 g, 9.7 mmol) in hydrochloric acid (2 mL) and acetic acid (8 mL) was heated at 120° C. for 20 minutes. The mixture was cooled slightly and treated with ice water. The resulting precipitate was collected by filtration to give 6-chloro-2,3,4,9-tetrahydro-1H-carbazol-1-one (1.9 g, 88% yield) as brown solid. 1H-NMR (DMSO-d6): δ 11.78 (s, 1H), 7.75 (m, 1H), 7.38 (d, 1H), 7.28 (dd, 1H), 2.92 (t, 2H), 2.55 (t, 2H), 2.13 (q, 2H); MS m/z 2... RXN SMILES: ClC1C=CC(N[N:9]=[C:10]2[CH2:15][CH2:14][CH2:13][CH2:12][C:11]2=[O:16])=CC=1.[ClH:17]>C(O)(=O)C>[Cl:17][C:10]1[CH:11]=[C:12]2[C:13](=[CH:14][CH:15]=1)[NH:9][C:10]1[C:11](=[O:16])[CH2:12][CH2:13][CH2:14][C:15]2=1. The solvent is C(C)(=O)O (acetic acid). Reactants: ClC1=CC=C(C=C1)NN=C1C(CCCC1)=O (cyclohexane-1,2-dione (4-chlorophenyl)hydrazone), Cl (hydrochloric acid), ice water. Starting materials: C1CCOC1, [K+], [K+], O=C(Cl)c1ccc([N+](=O)[O-])cc1, Nc1ccccc1, [Na+], [Na+], O=C([O-])[O-], O, O=S([O-])S(=O)[O-], O=S1(=O)CCCC1, c1c[nH]nn1, O=[N+]([O-])c1ccc(-c2ncco2)cc1. Yields the product Nc1ccc(-c2ncco2)cc1. Reaction SMILES: [CH2:60]1[O:61][CH2:62][CH2:63][CH2:64]1.[K+:18].[K+:19].[N+:1]([c:2]1[cH:3][cH:4][c:5]([C:6]([Cl:7])=[O:8])[cH:9][cH:10]1)([O-:11])=[O:12].[NH2:38][c:39]1[cH:40][cH:41][cH:42][cH:43][cH:44]1.[Na+:51].[Na+:52].[O-:20][C:21]([O-:22])=[O:23].[OH2:65].[S:45]([S:46]([O-:47])=[O:48])([O-:49])=[O:50].[S:53]1(=[O:58])(=[O:59])[CH2:54][CH2:55][CH2:56][CH2:57]1.[nH:13]1[cH:14][cH:15][n:16][n:17]1.[o:24]1[c:25](-[c:29]2[cH:30][cH:31][c:32]([N+:35]([O-:36])=[O:37])[cH:33][cH:34]2)[n:26][cH:27][cH:28]1>>[o:24]1[c:25](-[c:29]2[cH:30][cH:31][c:32]([NH2:35])[cH:33][cH:34]2)[n:26][cH:27][cH:28]1. Starting materials: FC(OC1=C(C(=NN1C)C(F)(F)F)CSC=1OC=CN1)F (2-({[5-(difluoromethoxy)-1-methyl-3-(trifluoromethyl)-1H-pyrazol-4-yl]methyl}sulfanyl)-1,3-oxazole), ClC1=CC(=CC=C1)C(=O)OO (3-chloroperbenzoic acid). Run in ClCCl (dichloromethane). Product: FC(OC1=C(C(=NN1C)C(F)(F)F)CS(=O)C=1OC=CN1)F (2-({[5-(Difluoromethoxy)-1-methyl-3-(trifluoromethyl)-1H-pyrazol-4-yl]methyl}sulfinyl)-1,3-oxazole). RXN SMILES: [F:1][CH:2]([F:21])[O:3][C:4]1[N:8]([CH3:9])[N:7]=[C:6]([C:10]([F:13])([F:12])[F:11])[C:5]=1[CH2:14][S:15][C:16]1[O:17][CH:18]=[CH:19][N:20]=1.ClC1C=CC=C(C(OO)=[O:30])C=1>ClCCl>[F:21][CH:2]([F:1])[O:3][C:4]1[N:8]([CH3:9])[N:7]=[C:6]([C:10]([F:12])([F:13])[F:11])[C:5]=1[CH2:14][S:15]([C:16]1[O:17][CH:18]=[CH:19][N:20]=1)=[O:30]. Procedure details: Under an atmosphere of argon, 2-({[5-(difluoromethoxy)-1-methyl-3-(trifluoromethyl)-1H-pyrazol-4-yl]methyl}sulfanyl)-1,3-oxazole (2.00 g, 6 mmol) is initially charged in 333 ml of dichloromethane. With stirring and ice-cooling, 3-chloroperbenzoic acid (1.362 g, 6 mmol, 77% pure) is then added a little at a time, and the mixture is stirred at 0° C. for a further 6 hours. For work-up, the reaction mixture is extracted twice with 2-molar sodium hydroxide solution and then washed with water and fina... The reactants are C(C)C1=NC=CC2=CC=CC=C12 (1-Ethylisoquinoline), OCNC(C(Cl)Cl)=O (N-hydroxymethyl dichloroacetamide). Yields the product C(C)C1=NC=CC2=C(C=CC=C12)CNC(C(Cl)Cl)=O (1-ethyl-5-dichloroacetylaminomethylisoquinoline). RXN SMILES: [CH2:1]([C:3]1[C:12]2[C:7](=[CH:8][CH:9]=[CH:10][CH:11]=2)[CH:6]=[CH:5][N:4]=1)[CH3:2].O[CH2:14][NH:15][C:16](=[O:20])[CH:17]([Cl:19])[Cl:18]>>[CH2:1]([C:3]1[C:12]2[C:7](=[C:8]([CH2:14][NH:15][C:16](=[O:20])[CH:17]([Cl:19])[Cl:18])[CH:9]=[CH:10][CH:11]=2)[CH:6]=[CH:5][N:4]=1)[CH3:2]. Procedure details: 1-Ethylisoquinoline and N-hydroxymethyl dichloroacetamide were reacted in the same way as in step (b) of Example 18 to afford 1-ethyl-5-dichloroacetylaminomethylisoquinoline. The product was reacted successively in the same way as in steps (c), (d), (e) and (f) of Example 18 to afford 1-ethylisoquinoline-5-acetonitrile. The product was treated in the same way as in Example 3 to afford 1-ethylisoquinoline-5-acetic acid having a melting point of 166.2° to 180.8° C. Starting materials: FC=1C=C2C(C(=CN(C2=C(C1F)F)C1=CC=C(C=C1)F)C(=O)O)=O (6,7,8-trifluoro-1,4-dihydro-4-oxo-1-(4-fluorophenyl)-quinoline-3-carboxylic acid), N1CCCC1 (pyrrolidine). The solvent is N1=CC=CC=C1 (pyridine). Product: FC=1C=C2C(C(=CN(C2=C(C1N1CCCC1)F)C1=CC=C(C=C1)F)C(=O)O)=O (6,8-Difluoro-1,4-dihydro-4-oxo-1-(4-fluorophenyl)-7-(1-pyrrolidinyl)-quinoline-3-carboxylic acid). Reaction SMILES: [F:1][C:2]1[CH:3]=[C:4]2[C:9](=[C:10]([F:13])[C:11]=1F)[N:8]([C:14]1[CH:19]=[CH:18][C:17]([F:20])=[CH:16][CH:15]=1)[CH:7]=[C:6]([C:21]([OH:23])=[O:22])[C:5]2=[O:24].[NH:25]1[CH2:29][CH2:28][CH2:27][CH2:26]1>N1C=CC=CC=1>[F:1][C:2]1[CH:3]=[C:4]2[C:9](=[C:10]([F:13])[C:11]=1[N:25]1[CH2:29][CH2:28][CH2:27][CH2:26]1)[N:8]([C:14]1[CH:15]=[CH:16][C:17]([F:20])=[CH:18][CH:19]=1)[CH:7]=[C:6]([C:21]([OH:23])=[O:22])[C:5]2=[O:24]. Procedure: 3.37 g of 6,7,8-trifluoro-1,4-dihydro-4-oxo-1-(4-fluorophenyl)-quinoline-3-carboxylic acid are refluxed with 2.3 g of pyrrolidine in 30 ml of absolute pyridine for 6 hours. The solvent is distilled off in vacuo, the residue is suspended in 50 ml of ice-water, the pH is brought to 1-2 with hydrochloric acid and the precipitate is filtered off with suction, washed with water and dried. 2.5 g of (I) ##STR41## of melting point 282°-284° C. are obtained. Recrystallization from glycol monomethyl ether... The reactants are [NH4+].[OH-] (NH4OH), ClC1=CC=C(C=C1)C1=CC=C(O1)C(=O)Cl (5-(p-chlorophenyl)-2-furoyl chloride). Reaction conditions: time 15 minute. Yields the product ClC1=CC=C(C=C1)C1=CC=C(O1)C(=O)N (5-(p-Chlorophenyl)-2-furamide). As a reaction SMILES: [NH4+:1].[OH-].[Cl:3][C:4]1[CH:9]=[CH:8][C:7]([C:10]2[O:14][C:13]([C:15](Cl)=[O:16])=[CH:12][CH:11]=2)=[CH:6][CH:5]=1>>[Cl:3][C:4]1[CH:9]=[CH:8][C:7]([C:10]2[O:14][C:13]([C:15]([NH2:1])=[O:16])=[CH:12][CH:11]=2)=[CH:6][CH:5]=1 |f:0.1|. Procedure details: To 1000 ml. of cold, stirring NH4OH, 63 g. (0.26 mole) of 5-(p-chlorophenyl)-2-furoyl chloride is added portionwise. The resulting mixture is stirred at ice bath temperature for 15 minutes and then is stored at room temperature for 18 hours. The solid is filtered, is washed with water and is dried at 60 to yield 56 g. (97%). The reactants are CN(C(=O)N(C)C1CNCC1c1ccc(F)cc1)c1cc(Cl)cc(C(F)(F)F)c1, Cl, O=C(O)C1CCC(F)(F)CC1. The product is CN(C(=O)N(C)C1CN(C(=O)C2CCC(F)(F)CC2)CC1c1ccc(F)cc1)c1cc(Cl)cc(C(F)(F)F)c1. RXN SMILES: [Cl:2][c:3]1[cH:4][c:5]([N:13]([C:14](=[O:15])[N:16]([CH3:17])[CH:18]2[CH2:19][NH:20][CH2:21][CH:22]2[c:23]2[cH:24][cH:25][c:26]([F:29])[cH:27][cH:28]2)[CH3:30])[cH:6][c:7]([C:9]([F:10])([F:11])[F:12])[cH:8]1.[ClH:1].[F:31][C:32]1([F:41])[CH2:33][CH2:34][CH:35]([C:38](=[O:39])[OH:40])[CH2:36][CH2:37]1>>[Cl:2][c:3]1[cH:4][c:5]([N:13]([C:14](=[O:15])[N:16]([CH3:17])[CH:18]2[CH2:19][N:20]([C:38]([CH:35]3[CH2:34][CH2:33][C:32]([F:31])([F:41])[CH2:37][CH2:36]3)=[O:39])[CH2:21][CH:22]2[c:23]2[cH:24][cH:25][c:26]([F:29])[cH:27][cH:28]2)[CH3:30])[cH:6][c:7]([C:9]([F:10])([F:11])[F:12])[cH:8]1.